This data is from the Open Reaction Database (ORD), a public repository of structured organic reaction records. The task is: describe an organic reaction: reactants, conditions, products, and yield Reaction SMILES: [Cl:1][C:2]1[CH:7]=[CH:6][C:5]([S:8]([CH2:11][C:12]2[C:17]([F:18])=[C:16]([F:19])[CH:15]=[CH:14][C:13]=2[F:20])(=[O:10])=[O:9])=[CH:4][CH:3]=1.C([Li])CCC.[CH2:26]1[O:29][CH:27]1[CH3:28]>C1COCC1>[Cl:1][C:2]1[CH:3]=[CH:4][C:5]([S:8]([CH:11]([C:12]2[C:13]([F:20])=[CH:14][CH:15]=[C:16]([F:19])[C:17]=2[F:18])[CH2:26][CH:27]([OH:29])[CH3:28])(=[O:10])=[O:9])=[CH:6][CH:7]=1. Reaction conditions: temperature -78 celsius, time 2 hour. The product is ClC1=CC=C(C=C1)S(=O)(=O)C(CC(C)O)C1=C(C(=CC=C1F)F)F (4-(4-Chloro-benzenesulfonyl)-4-(2,3,6-trifluoro-phenyl)-butan-2-ol). Starting materials: C(CCC)[Li] (butyllithium), ClC1=CC=C(C=C1)S(=O)(=O)CC1=C(C=CC(=C1F)F)F (2-(4-Chloro-benzenesulfonylmethyl)-1,3,4-trifluoro-benzene), C1C(C)O1 (propylene oxide). Reported procedure: 2-(4-Chloro-benzenesulfonylmethyl)-1,3,4-trifluoro-benzene (Example 8, step 2, 305 mg, 0.95 mmol) was dissolved in 4 mL THF. The solution was cooled to −78° C. and butyllithium (2.5M in hexane, 0.4 mL) was added slowly. The solution was stirred at −78° C. for 2 h then warmed to 0° C. and stirred for 0.5 h. The solution was then cooled to −78° C. again and propylene oxide (178.0 mg, 3.1 mmol) in 3.25 mL of THF was added slowly and the reaction mixture was allowed to stir and warm to room temperat... Run in C1CCOC1 (THF), C1CCOC1 (THF).